This data is from the Open Reaction Database (ORD), a public repository of structured organic reaction records. The task is: describe an organic reaction: reactants, conditions, products, and yield Reactants: C=C[Sn](CCCC)(CCCC)CCCC, CN1CCCC1=O, CCOC(C)=O, c1ccc([As](c2ccccc2)c2ccccc2)cc1, CC(C)(C)C(NC(=O)c1cccc(I)c1)n1nnc2ccccc21. Yields the product C=Cc1cccc(C(=O)NC(n2nnc3ccccc32)C(C)(C)C)c1. As a reaction SMILES: [CH2:25]([CH2:26][CH2:38][CH3:39])[Sn:27]([CH2:28][CH2:29][CH2:30][CH3:31])([CH2:32][CH2:33][CH2:34][CH3:35])[CH:36]=[CH2:37].[CH3:59][N:60]1[CH2:61][CH2:62][CH2:63][C:64]1=[O:65].[CH3:66][CH2:67][O:68][C:69]([CH3:70])=[O:71].[cH:40]1[cH:41][cH:42][c:43]([As:44]([c:45]2[cH:46][cH:47][cH:48][cH:49][cH:50]2)[c:51]2[cH:52][cH:53][cH:54][cH:55][cH:56]2)[cH:57][cH:58]1.[n:1]1([CH:10]([C:11]([CH3:12])([CH3:13])[CH3:14])[NH:15][C:16]([c:17]2[cH:18][c:19]([I:23])[cH:20][cH:21][cH:22]2)=[O:24])[n:2][n:3][c:4]2[c:5]1[cH:6][cH:7][cH:8][cH:9]2>>[n:1]1([CH:10]([C:11]([CH3:12])([CH3:13])[CH3:14])[NH:15][C:16]([c:17]2[cH:18][c:19]([CH:25]=[CH2:26])[cH:20][cH:21][cH:22]2)=[O:24])[n:2][n:3][c:4]2[c:5]1[cH:6][cH:7][cH:8][cH:9]2.